The task is: describe an organic reaction: reactants, conditions, products, and yield. This data is from the Open Reaction Database (ORD), a public repository of structured organic reaction records. The reactants are CCO, C1CCC2OC2C1, COc1ccc(-c2cc3c(n2-c2ccccc2Cl)CCNC3)cc1. Yields the product COc1ccc(-c2cc3c(n2-c2ccccc2Cl)CCN(C2CCCCC2O)C3)cc1. As a reaction SMILES: [CH3:32][CH2:33][OH:34].[CH:25]12[CH:26]([CH2:27][CH2:28][CH2:29][CH2:30]1)[O:31]2.[Cl:1][c:2]1[c:3](-[n:8]2[c:9](-[c:17]3[cH:18][cH:19][c:20]([O:23][CH3:24])[cH:21][cH:22]3)[cH:10][c:11]3[c:16]2[CH2:15][CH2:14][NH:13][CH2:12]3)[cH:4][cH:5][cH:6][cH:7]1>>[Cl:1][c:2]1[c:3](-[n:8]2[c:9](-[c:17]3[cH:18][cH:19][c:20]([O:23][CH3:24])[cH:21][cH:22]3)[cH:10][c:11]3[c:16]2[CH2:15][CH2:14][N:13]([CH:25]2[CH:26]([OH:31])[CH2:27][CH2:28][CH2:29][CH2:30]2)[CH2:12]3)[cH:4][cH:5][cH:6][cH:7]1. Reactants: C(=O)NC=1SC=C(N1)C(C(=O)NC1[C@@H]2N(C(=C(CS2)Cl)C(=O)OCC2=CC=C(C=C2)[N+](=O)[O-])C1=O)=NOCCNC(=O)OC(C)(C)C (4-Nitrobenzyl 7-[2-(2-formamidothiazol-4-yl)-2-(2-tert-butoxycarbonylaminoethoxyimino)acetamido]-3-chloro-3-cephem-4-carboxylate), CO (methanol). Reagents/catalysts: [C].[Pd] (palladium-carbon). Run in O1CCCC1 (tetrahydrofuran). Product: C(=O)NC=1SC=C(N1)C(C(=O)NC1[C@@H]2N(C(=C(CS2)Cl)C(=O)O)C1=O)=NOCCNC(=O)OC(C)(C)C (7-[2-(2-formamidothiazol-4-yl)-2-(2-tert-butoxycarbonylaminoethoxyimino)acetamido]-3-chloro-3-cephem-4-carboxylic acid). Yield: 54.3%. RXN SMILES: [CH:1]([NH:3][C:4]1[S:5][CH:6]=[C:7]([C:9](=[N:36][O:37][CH2:38][CH2:39][NH:40][C:41]([O:43][C:44]([CH3:47])([CH3:46])[CH3:45])=[O:42])[C:10]([NH:12][CH:13]2[C:34](=[O:35])[N:15]3[C:16]([C:21]([O:23]CC4C=CC([N+]([O-])=O)=CC=4)=[O:22])=[C:17]([Cl:20])[CH2:18][S:19][C@H:14]23)=[O:11])[N:8]=1)=[O:2].CO>[C].[Pd].O1CCCC1>[CH:1]([NH:3][C:4]1[S:5][CH:6]=[C:7]([C:9](=[N:36][O:37][CH2:38][CH2:39][NH:40][C:41]([O:43][C:44]([CH3:47])([CH3:46])[CH3:45])=[O:42])[C:10]([NH:12][CH:13]2[C:34](=[O:35])[N:15]3[C:16]([C:21]([OH:23])=[O:22])=[C:17]([Cl:20])[CH2:18][S:19][C@H:14]23)=[O:11])[N:8]=1)=[O:2] |f:2.3|. Procedure: 4-Nitrobenzyl 7-[2-(2-formamidothiazol-4-yl)-2-(2-tert-butoxycarbonylaminoethoxyimino)acetamido]-3-chloro-3-cephem-4-carboxylate (syn isomer, 3.3 g.), 10% palladium-carbon (1.7 g.), methanol (65 ml.) and tetrahydrofuran (65 ml.) were treated in similar manner to that of Example 11-(2) to give 7-[2-(2-formamidothiazol-4-yl)-2-(2-tert-butoxycarbonylaminoethoxyimino)acetamido]-3-chloro-3-cephem-4-carboxylic acid (syn isomer, 1.45 g.). The reactants are C(C)(C)(C)C1=CC=C(C=C1)C (p-t-butyltoluene), C(C)(C)(C)C1=CC=C(C(=O)O)C=C1 (p-t-butylbenzoic acid), ON1C(C=2C(C1=O)=CC=CC2)=O (N-hydroxyphthalimide), O=O (oxygen). Reagents/catalysts: catalyst A. Solvent: C(C)(=O)O (acetic acid). Product: C(C)(C)(C)C1=CC=C(C=O)C=C1 (p-t-butylbenzaldehyde). As a reaction SMILES: C(C1C=CC(C)=CC=1)(C)(C)C.ON1C(=O)C2=CC=CC=C2C1=O.O=O.[C:26]([C:30]1[CH:38]=[CH:37][C:33]([C:34](O)=[O:35])=[CH:32][CH:31]=1)([CH3:29])([CH3:28])[CH3:27]>C(O)(=O)C>[C:26]([C:30]1[CH:31]=[CH:32][C:33]([CH:34]=[O:35])=[CH:37][CH:38]=1)([CH3:29])([CH3:27])[CH3:28]. Procedure: In 3 mL of acetic acid was dissolved 300 mg of p-t-butyltoluene to give a solution, and the solution was further combined with 150 mg of the catalyst A and 33 mg of N-hydroxyphthalimide, followed by stirring at 100° C. in an oxygen atmosphere for 6 hours. The reaction mixture was analyzed through gas chromatography to find that p-t-butylbenzoic acid and p-t-butylbenzaldehyde were obtained in yields of 66.5% and 3.8%, respectively, with a conversion from p-t-butyltoluene of 82.2%. The catalyst A ... Starting materials: [H-].[Al+3].[Li+].[H-].[H-].[H-] (lithium aluminum hydride), C(CC)[C@@H]1CC[C@H](CC1)[C@@H]1CC[C@H](CC1)CCC=O (3-(trans-4-(trans-4-propylcyclohexyl)cyclohexyl)propanal), [OH-].[Na+] (sodium hydroxide). Solvent: C1CCOC1 (THF), C1CCOC1 (THF). The product is C(CC)[C@@H]1CC[C@H](CC1)[C@@H]1CC[C@H](CC1)CCCO (3-(trans-4-(trans-4-propylcyclohexyl)cyclohexyl)propanol). Isolated yield 84.5%. As a reaction SMILES: [H-].[Al+3].[Li+].[H-].[H-].[H-].[CH2:7]([C@H:10]1[CH2:15][CH2:14][C@H:13]([C@H:16]2[CH2:21][CH2:20][C@H:19]([CH2:22][CH2:23][CH:24]=[O:25])[CH2:18][CH2:17]2)[CH2:12][CH2:11]1)[CH2:8][CH3:9].[OH-].[Na+]>C1COCC1>[CH2:7]([C@H:10]1[CH2:15][CH2:14][C@H:13]([C@H:16]2[CH2:21][CH2:20][C@H:19]([CH2:22][CH2:23][CH2:24][OH:25])[CH2:18][CH2:17]2)[CH2:12][CH2:11]1)[CH2:8][CH3:9] |f:0.1.2.3.4.5,7.8|. Reported procedure: Under a nitrogen gas stream, 200 ml of THF was cooled to 5° C. or less on an ice bath, and 4.31 g (113 mmol) of lithium aluminum hydride was then added, followed by stirring. Next, 200 ml of a THF solution containing 40.0 g (151 mmol) of crude 3-(trans-4-(trans-4-propylcyclohexyl)cyclohexyl)propanal obtained in the third step of Example 2 was added dropwise, while the same temperature was kept, followed by stirring at room temperature for 6 hours. The reaction mixture was slowly added to 50 ml o... Yields the product BrC1=CC=C(C=C1)/C(=C(/COC1=CC=C(C=C1)C[C@@H](C(=O)O)OCC)\CC)/C ((E)-(S)-3-{4-[3-(4-bromophenyl)-2-ethyl-but-2-enyloxy]-phenyl}-2-ethoxy-propionic acid). Procedure: The title compound was prepared from (E)-(S)-ethyl 3-{4-[3-(4-bromophenyl)-2-ethyl-but-2-enyloxy]-phenyl}-2-ethoxy-propionate (Example 96) (0.78 g, 1.64 mmol) and sodium hydroxide (1M, 3.3 ml, 3.3 mmol) by a procedure analogous to that described in example 51, yielding (E)-(S)-3-{4-[3-(4-bromophenyl)-2-ethyl-but-2-enyloxy]-phenyl}-2-ethoxy-propionic acid (0.703 g, 96%) as a pale yellow oil, which contained a small amount of dichloromethane; 0.703 g (96%). The reactants are BrC1=CC=C(C=C1)/C(=C(/COC1=CC=C(C=C1)C[C@@H](C(=O)OCC)OCC)\CC)/C ((E)-(S)-Ethyl 3-{4-[3-(4-Bromophenyl)-2-ethyl-but-2-enyloxy]-phenyl}-2-ethoxy-propionate), [OH-].[Na+] (sodium hydroxide). As a reaction SMILES: [Br:1][C:2]1[CH:7]=[CH:6][C:5](/[C:8](/[CH3:30])=[C:9](\[CH2:28][CH3:29])/[CH2:10][O:11][C:12]2[CH:17]=[CH:16][C:15]([CH2:18][C@H:19]([O:25][CH2:26][CH3:27])[C:20]([O:22]CC)=[O:21])=[CH:14][CH:13]=2)=[CH:4][CH:3]=1.[OH-].[Na+]>>[Br:1][C:2]1[CH:3]=[CH:4][C:5](/[C:8](/[CH3:30])=[C:9](\[CH2:28][CH3:29])/[CH2:10][O:11][C:12]2[CH:17]=[CH:16][C:15]([CH2:18][C@H:19]([O:25][CH2:26][CH3:27])[C:20]([OH:22])=[O:21])=[CH:14][CH:13]=2)=[CH:6][CH:7]=1 |f:1.2|. The yield is 95.8%. The reactants are C(C1=CC=CC=C1)[C@@H]([C@@H](CNOC1CCCC1)O)NC(ONC([C@H](CC(=O)N)NC(=O)C1=NC2=CC=CC=C2C=C1)=O)=O ((2S)-4-Amino-4-oxo-2-[(2-quinolinylcarbonyl)amino]butanamido N-(1S,2R)-1-benzyl-3-[(cyclopentyloxy)amino]-2-hydroxypropylcarbamate), ClS(=O)(=O)C1=CC2=C(NC(=N2)NC(OC)=O)C=C1 (methyl N-[5-(chlorosulfonyl)-1H-benzimidazol-2-yl]carbamate), C(C)(C)N(CC)C(C)C (diisopropylethylamine). Solvent: O1CCCC1 (tetrahydrofuran), CO (methanol). Run at time 24 hour. Yields the product C(C1=CC=CC=C1)[C@@H]([C@@H](CN(S(=O)(=O)C1=CC2=C(NC(=N2)NC(=O)OC)C=C1)OC1CCCC1)O)NC(ONC([C@H](CC(=O)N)NC(=O)C1=NC2=CC=CC=C2C=C1)=O)=O ((2S)-4-Amino-4-oxo-2-[(2-quinolinylcarbonyl)amino]butanamido N-(1S,2R)-1-benzyl-3-[(cyclopentyloxy)(2-{(methoxycarbonyl)amino]-1H-benzimidazol-5-ylsulfonyl)amino]-2-hydroxypropylcarbamate). Isolated yield 17.0%. Reaction SMILES: [CH2:1]([C@H:8]([NH:19][C:20](=[O:43])[O:21][NH:22][C:23](=[O:42])[C@@H:24]([NH:29][C:30]([C:32]1[CH:41]=[CH:40][C:39]2[C:34](=[CH:35][CH:36]=[CH:37][CH:38]=2)[N:33]=1)=[O:31])[CH2:25][C:26]([NH2:28])=[O:27])[C@H:9]([OH:18])[CH2:10][NH:11][O:12][CH:13]1[CH2:17][CH2:16][CH2:15][CH2:14]1)[C:2]1[CH:7]=[CH:6][CH:5]=[CH:4][CH:3]=1.Cl[S:45]([C:48]1[CH:61]=[CH:60][C:51]2[NH:52][C:53]([NH:55][C:56](=[O:59])[O:57][CH3:58])=[N:54][C:50]=2[CH:49]=1)(=[O:47])=[O:46].C(N(C(C)C)CC)(C)C>O1CCCC1.CO>[CH2:1]([C@H:8]([NH:19][C:20](=[O:43])[O:21][NH:22][C:23](=[O:42])[C@@H:24]([NH:29][C:30]([C:32]1[CH:41]=[CH:40][C:39]2[C:34](=[CH:35][CH:36]=[CH:37][CH:38]=2)[N:33]=1)=[O:31])[CH2:25][C:26]([NH2:28])=[O:27])[C@H:9]([OH:18])[CH2:10][N:11]([O:12][CH:13]1[CH2:14][CH2:15][CH2:16][CH2:17]1)[S:45]([C:48]1[CH:61]=[CH:60][C:51]2[NH:52][C:53]([NH:55][C:56]([O:57][CH3:58])=[O:59])=[N:54][C:50]=2[CH:49]=1)(=[O:47])=[O:46])[C:2]1[CH:7]=[CH:6][CH:5]=[CH:4][CH:3]=1. Reported procedure: (2S)-4-Amino-4-oxo-2-[(2-quinolinylcarbonyl)amino]butanamido N-(1S,2R)-1-benzyl-3-[(cyclopentyloxy)-amino]-2-hydroxypropylcarbamate (Step 1, above), (44 mg, 0.0825 mmol), methyl N-[5-(chlorosulfonyl)-1H-benzimidazol-2-yl]carbamate (24 mg, 0.0825 mmol), and anhydrous diisopropylethylamine (0.05 mL, 0.280 mmol) were combined in anhydrous tetrahydrofuran (3 mL) in a 25 mL round bottomed flask under nitrogen. The reaction was stirred for 24 hours and concentrated in vacuo. Ethyl acetate (30 mL) and ...